From a dataset of the Open Reaction Database (ORD), a public repository of structured organic reaction records. describe an organic reaction: reactants, conditions, products, and yield The reactants are CCO, CCOC(C)=O, COc1cc(O)c2cnn(-c3ccc(OCc4ccccc4)c(F)c3)c2c1. Product: COc1cc(O)c2cnn(-c3ccc(O)c(F)c3)c2c1. RXN SMILES: [CH3:28][CH2:29][OH:30].[CH3:31][CH2:32][O:33][C:34](=[O:35])[CH3:36].[F:1][c:2]1[cH:3][c:4](-[n:16]2[n:17][cH:18][c:19]3[c:20]([OH:27])[cH:21][c:22]([O:25][CH3:26])[cH:23][c:24]23)[cH:5][cH:6][c:7]1[O:8][CH2:9][c:10]1[cH:11][cH:12][cH:13][cH:14][cH:15]1>>[F:1][c:2]1[cH:3][c:4](-[n:16]2[n:17][cH:18][c:19]3[c:20]([OH:27])[cH:21][c:22]([O:25][CH3:26])[cH:23][c:24]23)[cH:5][cH:6][c:7]1[OH:8]. The solvent is C1CCOC1 (THF). The product is O1[C@@H](C1)CN1CC2=CC=CC=C2C1 ((R)-2-(oxiran-2-ylmethyl)isoindoline). Procedure details: To a solution of isoindoline (500 mg, 4.20 mmol) and (S)-oxiran-2-ylmethyl 3-nitrobenzenesulfonate (1.27 g, 5.04 mmol) in THF (100 mL) was added KF (580 mg, 10 mmol) at 0° C. The reaction mixture was warmed to 25° C., stirred for 16 h, filtered and concentrated. The crude product was used in the next step without further purification. (600 mg, yield 68%) MS (ESI+) e/z: 176.1 [M+1]+. Conditions: temperature 25 celsius, time 16 hour. Yield: 68.0%. RXN SMILES: [CH2:1]1[C:9]2[C:4](=[CH:5][CH:6]=[CH:7][CH:8]=2)[CH2:3][NH:2]1.[N+](C1C=C(S(O[CH2:23][C@@H:24]2[CH2:26][O:25]2)(=O)=O)C=CC=1)([O-])=O.[F-].[K+]>C1COCC1>[O:25]1[CH2:26][C@H:24]1[CH2:23][N:2]1[CH2:3][C:4]2[C:9](=[CH:8][CH:7]=[CH:6][CH:5]=2)[CH2:1]1 |f:2.3|. Starting materials: C1NCC2=CC=CC=C12 (isoindoline), [N+](=O)([O-])C=1C=C(C=CC1)S(=O)(=O)OC[C@H]1OC1 ((S)-oxiran-2-ylmethyl 3-nitrobenzenesulfonate), [F-].[K+] (KF). The reactants are BrC1=C(OCC(=O)OCC)C(=CC(=C1)C1=CC=CC=2SC3=C(C21)C=CC=C3)Br ([2,6-dibromo-4-(dibenzothiophen-1-yl)-phenoxy]-acetic acid, ethyl ester), [OH-].[K+] (potassium hydroxide). The solvent is CO (methanol). Reaction conditions: time 2.5 hour. The product is BrC1=C(OCC(=O)O)C(=CC(=C1)C1=CC=CC=2SC3=C(C21)C=CC=C3)Br ([2,6-Dibromo-4-(dibenzothiophen-1-yl)-phenoxy]-acetic acid). As a reaction SMILES: [Br:1][C:2]1[CH:14]=[C:13]([C:15]2[C:23]3[C:22]4[CH:24]=[CH:25][CH:26]=[CH:27][C:21]=4[S:20][C:19]=3[CH:18]=[CH:17][CH:16]=2)[CH:12]=[C:11]([Br:28])[C:3]=1[O:4][CH2:5][C:6]([O:8]CC)=[O:7].[OH-].[K+]>CO>[Br:1][C:2]1[CH:14]=[C:13]([C:15]2[C:23]3[C:22]4[CH:24]=[CH:25][CH:26]=[CH:27][C:21]=4[S:20][C:19]=3[CH:18]=[CH:17][CH:16]=2)[CH:12]=[C:11]([Br:28])[C:3]=1[O:4][CH2:5][C:6]([OH:8])=[O:7] |f:1.2|. Procedure: To a solution of [2,6-dibromo-4-(dibenzothiophen-1-yl)-phenoxy]-acetic acid, ethyl ester (0.324 g, 0.623 mmol) in tetrahyodrofuran (15 mL) and methanol (5 mL) was added an aqueous solution of potassium hydroxide (1N, 0.75 mL, 0.75 mmol, 1.2 eq) dropwise at room temperature. After stirring 2.5 hours at room temperature the solvents were removed and the residue was combined with water (50 mL) and was acidified with 10% aqueous hydrochloric acid. After stirring 0.5 hours the white solid was filtere... The reactants are SC=1NC=2C(=NC=CC2)N1 (2-mercapto-1H-imidazo[4,5-b]pyridine), Cl.ClCC1=NC=CC(=C1C)SCCCCl (2-chloromethyl-4-(3-chloropropylthio)-3-methylpyridine hydrochloride). Yields the product Cl.Cl.ClCCCSC1=C(C(=NC=C1)CSC=1NC=2C(=NC=CC2)N1)C (2-{[[4-(3-Chloropropylthio)-3-methyl-2-pyridinyl]-methyl]thio}-1H-imidazo[4.5-b]pyridine dihydrochloride). The yield is 88.0%. As a reaction SMILES: [SH:1][C:2]1[NH:3][C:4]2[C:5]([N:10]=1)=[N:6][CH:7]=[CH:8][CH:9]=2.[ClH:11].[Cl:12][CH2:13][C:14]1[C:19]([CH3:20])=[C:18]([S:21][CH2:22][CH2:23][CH2:24][Cl:25])[CH:17]=[CH:16][N:15]=1>>[ClH:12].[ClH:11].[Cl:25][CH2:24][CH2:23][CH2:22][S:21][C:18]1[CH:17]=[CH:16][N:15]=[C:14]([CH2:13][S:1][C:2]2[NH:3][C:4]3[C:5]([N:10]=2)=[N:6][CH:7]=[CH:8][CH:9]=3)[C:19]=1[CH3:20] |f:1.2,3.4.5|. Reported procedure: According to the procedure described in Example C1., the reaction of 2-mercapto-1H-imidazo[4,5-b]pyridine with 2-chloromethyl-4-(3-chloropropylthio)-3-methylpyridine hydrochloride gives the title compound as a colorless powder; m.p. 186-188° C.; yield: 88% of theory. The product is C1(CCCC1)N1C2=C(C3=C1N=C(N=C3)NC3=CC=C(N=N3)Cl)C=CN=C2 (6-((9-cyclopentyl-9H-pyrido[4′,3′:4,5]pyrrolo[2,3-d]pyrimidin-2-yl)amino)-3-chloro-pyridazine). Conditions: temperature 100 celsius. The reactants are C1(CCCC1)N1C2=C(C3=C1N=C(N=C3)N)C=CN=C2 (9-Cyclopentyl-9H-pyrido[4′,3′:4,5]pyrrolo[2,3-d]pyrimidin-2-amine), ClC=1N=NC(=CC1)Cl (3,6-dichloropyridazine), CC1(C2=C(C(=CC=C2)P(C3=CC=CC=C3)C4=CC=CC=C4)OC5=C(C=CC=C51)P(C6=CC=CC=C6)C7=CC=CC=C7)C (Xantphos), CC(C)([O-])C.[Na+] (sodium tert-butoxide). RXN SMILES: [CH:1]1([N:6]2[C:10]3[N:11]=[C:12]([NH2:15])[N:13]=[CH:14][C:9]=3[C:8]3[CH:16]=[CH:17][N:18]=[CH:19][C:7]2=3)[CH2:5][CH2:4][CH2:3][CH2:2]1.[Cl:20][C:21]1[N:22]=[N:23][C:24](Cl)=[CH:25][CH:26]=1.CC1(C)C2C(=C(P(C3C=CC=CC=3)C3C=CC=CC=3)C=CC=2)OC2C(P(C3C=CC=CC=3)C3C=CC=CC=3)=CC=CC1=2.CC(C)([O-])C.[Na+]>C1(C)C=CC=CC=1.C1C=CC(/C=C/C(/C=C/C2C=CC=CC=2)=O)=CC=1.C1C=CC(/C=C/C(/C=C/C2C=CC=CC=2)=O)=CC=1.[Pd]>[CH:1]1([N:6]2[C:10]3[N:11]=[C:12]([NH:15][C:24]4[N:23]=[N:22][C:21]([Cl:20])=[CH:26][CH:25]=4)[N:13]=[CH:14][C:9]=3[C:8]3[CH:16]=[CH:17][N:18]=[CH:19][C:7]2=3)[CH2:2][CH2:3][CH2:4][CH2:5]1 |f:3.4,6.7.8|. Reported procedure: A mixture of compound 4 (1.50 g, 5.92 mmol), 3,6-dichloropyridazine (0.882 g, 5.92 mmol), bis(dibenzylideneacetone)palladium (0.170 g, 0.296 mmol), Xantphos (0.514 g, 0.888 mmol) and sodium tert-butoxide (0.854, 8.88 mmol) in toluene (80 mL) was purged with nitrogen. The reaction was then heated at 100° C. for one hour in a sealed vessel. After cooling to room temperature, the mixture was loaded onto a silica gel column and eluted with 2-10% methanol/DCM. Evaporation of combined fractions provid... Reagents/catalysts: C=1C=CC(=CC1)/C=C/C(=O)/C=C/C2=CC=CC=C2.C=1C=CC(=CC1)/C=C/C(=O)/C=C/C2=CC=CC=C2.[Pd] (bis(dibenzylideneacetone)palladium). Run in C1(=CC=CC=C1)C (toluene). The yield is 97.0%. The reactants are C[Al](C)C (AlMe3), ClC=1C=C(C=CC1F)C(CO)NC(=O)C=1NC=C(C1)C1=NNC=C1C1=CC(=C(C=C1)CN)Cl (4-[4-(4-Aminomethyl-3-chloro-phenyl)-1H-pyrazol-3-yl]-1H-pyrrole-2-carboxylic acid [1-(3-chloro-4-fluoro-phenyl)-2-hydroxy-ethyl]-amide), C1(CCCO1)=O (4-butyrolactone). The solvent is CS(=O)C (DMSO), C(Cl)Cl (CH2Cl2). Run at time 10 minute. Product: ClC=1C=C(C=CC1F)C(CO)NC(=O)C=1NC=C(C1)C1=NNC=C1C1=CC(=C(C=C1)CNC(CCCO)=O)Cl (4-(4-{3-Chloro-4-[(4-hydroxy-butyrylamino)-methyl]-phenyl}-1H-pyrazol-3-yl)-1H-pyrrole-2-carboxylic acid [1-(3-chloro-4-fluoro-phenyl)-2-hydroxy-ethyl]-amide). As a reaction SMILES: [Cl:1][C:2]1[CH:3]=[C:4]([CH:9]([NH:12][C:13]([C:15]2[NH:16][CH:17]=[C:18]([C:20]3[C:24]([C:25]4[CH:30]=[CH:29][C:28]([CH2:31][NH2:32])=[C:27]([Cl:33])[CH:26]=4)=[CH:23][NH:22][N:21]=3)[CH:19]=2)=[O:14])[CH2:10][OH:11])[CH:5]=[CH:6][C:7]=1[F:8].[C:34]1(=[O:39])[O:38][CH2:37][CH2:36][CH2:35]1.C[Al](C)C>CS(C)=O.C(Cl)Cl>[Cl:1][C:2]1[CH:3]=[C:4]([CH:9]([NH:12][C:13]([C:15]2[NH:16][CH:17]=[C:18]([C:20]3[C:24]([C:25]4[CH:30]=[CH:29][C:28]([CH2:31][NH:32][C:37](=[O:38])[CH2:36][CH2:35][CH2:34][OH:39])=[C:27]([Cl:33])[CH:26]=4)=[CH:23][NH:22][N:21]=3)[CH:19]=2)=[O:14])[CH2:10][OH:11])[CH:5]=[CH:6][C:7]=1[F:8]. Procedure details: A solution of benzyl amine 11 (0.05 mmol) in DMSO (1 mL) was mixed with a solution of 4-butyrolactone (0.05 mmol) in CH2Cl2 (1 mL) under N2. To the mixture was added AlMe3 (0.25 mmol) and stirred for 10 min at room temperature and then 6 h at 45° C. The crude product was purified from preparatory HPLC to give II-8 as a yellow oil. Reactants: CCOC(=O)C1C(C(=O)OCC)N(Cc2ccccc2)C(=O)N1Cc1ccccc1, O=P([O-])([O-])[O-]. Product: CCOC(=O)C1C(C(=O)O)N(Cc2ccccc2)C(=O)N1Cc1ccccc1. RXN SMILES: [CH2:1]([c:2]1[cH:3][cH:4][cH:5][cH:6][cH:7]1)[N:8]1[C:9](=[O:30])[N:10]([CH2:23][c:24]2[cH:25][cH:26][cH:27][cH:28][cH:29]2)[CH:11]([C:18](=[O:19])[O:20][CH2:21][CH3:22])[CH:12]1[C:13](=[O:14])[O:15][CH2:16][CH3:17].[O-:31][P:32](=[O:33])([O-:34])[O-:35]>>[CH2:1]([c:2]1[cH:3][cH:4][cH:5][cH:6][cH:7]1)[N:8]1[C:9](=[O:30])[N:10]([CH2:23][c:24]2[cH:25][cH:26][cH:27][cH:28][cH:29]2)[CH:11]([C:18](=[O:19])[OH:20])[CH:12]1[C:13](=[O:14])[O:15][CH2:16][CH3:17].